From a dataset of the Open Reaction Database (ORD), a public repository of structured organic reaction records. describe an organic reaction: reactants, conditions, products, and yield Starting materials: Cc1ccnc(Br)c1, C1CCOC1, CC(C)[N-]C(C)C, [Li+], O. The product is CC(=O)Cc1ccnc(Br)c1. RXN SMILES: [Br:1][c:2]1[n:3][cH:4][cH:5][c:6]([CH3:8])[cH:7]1.[CH2:18]1[O:19][CH2:20][CH2:21][CH2:22]1.[CH3:10][CH:11]([N-:12][CH:14]([CH3:13])[CH3:16])[CH3:15].[Li+:9].[OH2:17]>>[Br:1][c:2]1[n:3][cH:4][cH:5][c:6]([CH2:8][C:14]([CH3:16])=[O:17])[cH:7]1. Starting materials: bishydrochloride, N (NH3), IC1=CC(=NO1)C1=NC=CC=C1 (5-iodo-3-(pyridin-2-yl)isoxazole), N1=CC(=CC=C1)B(O)O (pyridin-3-ylboronic acid). Product: N1=C(C=CC=C1)C1=NOC(=C1)C=1C=NC=CC1 (3-(Pyridin-2-yl)-5-(pyridin-3-yl)isoxazole). RXN SMILES: I[C:2]1[O:6][N:5]=[C:4]([C:7]2[CH:12]=[CH:11][CH:10]=[CH:9][N:8]=2)[CH:3]=1.[N:13]1[CH:18]=[CH:17][CH:16]=[C:15](B(O)O)[CH:14]=1.N>>[N:8]1[CH:9]=[CH:10][CH:11]=[CH:12][C:7]=1[C:4]1[CH:3]=[C:2]([C:15]2[CH:14]=[N:13][CH:18]=[CH:17][CH:16]=2)[O:6][N:5]=1. Procedure: The titled compound was prepared as the bishydrochloride salt according to Method CC using 5-iodo-3-(pyridin-2-yl)isoxazole [prepared as described by Ku, Y.-Y.; Grieme, T.; Sharma, P.; Pu, Y.-M.; Raje, P.; Morton, H.; King, S. Org. Lett. 2001, 3, 4185-4187] (136 mg, 0.5 mmol) and pyridin-3-ylboronic acid (Aldrich, 92 mg, 0.750 mmol). 1H NMR (300 MHz, DMSO-d6) d ppm 7.52-7.64 (m, 1H), 7.75-7.83 (m, 1H), 7.86 (s, 1H), 8.03 (td, J=7.7, 1.6 Hz, 1H), 8.11 (dt, J=7.9, 1.2 Hz, 1 H), 8.58 (dt, J=8.0, 1.... Starting materials: C1(CC1)NC(C1=CC(=C(C=C1)C)NC(C1=CC=C(C=C1)OCC1=NC=C(C=C1)OCC1OCCO1)=O)=O (N-cyclopropyl-3-[(4-{[5-(1,3-dioxolan-2-ylmethoxy)pyridin-2-yl]methoxy}benzoyl)amino]-4-methylbenzamide), Cl (hydrochloric acid), CNC (dimethylamine), C(C)(=O)O[BH-](OC(C)=O)OC(C)=O.[Na+] (sodium triacetoxyborohydride), [OH-].[Na+] (sodium hydroxide), [OH-].[Na+] (sodium hydroxide). Reagents/catalysts: CC([O-])C.[Ti+4].CC([O-])C.CC([O-])C.CC([O-])C (titanium isopropoxide). The solvent is CO (methanol). The product is C1(CC1)NC(C1=CC(=C(C=C1)C)NC(C1=CC=C(C=C1)OCC1=NC=C(C=C1)OCCN(C)C)=O)=O (N-cyclopropyl-3-{[4-({5-[2-(dimethylamino)ethoxy]pyridin-2-yl}methoxy)benzoyl]amino}-4-methylbenzamide). As a reaction SMILES: [CH:1]1([NH:4][C:5](=[O:37])[C:6]2[CH:11]=[CH:10][C:9]([CH3:12])=[C:8]([NH:13][C:14](=[O:36])[C:15]3[CH:20]=[CH:19][C:18]([O:21][CH2:22][C:23]4[CH:28]=[CH:27][C:26](OCC5OCCO5)=[CH:25][N:24]=4)=[CH:17][CH:16]=3)[CH:7]=2)[CH2:3][CH2:2]1.Cl.[OH-].[Na+].[CH3:41][NH:42][CH3:43].C(O[BH-](O[C:54](=[O:56])[CH3:55])OC(=O)C)(=O)C.[Na+]>CO.CC(C)[O-].[Ti+4].CC(C)[O-].CC(C)[O-].CC(C)[O-]>[CH:1]1([NH:4][C:5](=[O:37])[C:6]2[CH:11]=[CH:10][C:9]([CH3:12])=[C:8]([NH:13][C:14](=[O:36])[C:15]3[CH:20]=[CH:19][C:18]([O:21][CH2:22][C:23]4[CH:28]=[CH:27][C:26]([O:56][CH2:54][CH2:55][N:42]([CH3:43])[CH3:41])=[CH:25][N:24]=4)=[CH:17][CH:16]=3)[CH:7]=2)[CH2:3][CH2:2]1 |f:2.3,5.6,8.9.10.11.12|. Reported procedure: To a stirred solution of N-cyclopropyl-3-[(4-{[5-(1,3-dioxolan-2-ylmethoxy)pyridin-2-yl]methoxy}benzoyl)amino]-4-methylbenzamide (1.0 g, 2 mmol) in methanol (20 mL) was added hydrochloric acid (36% aqueous solution, 10 mL). After 2 hours the solution was basified by addition of 2N sodium hydroxide (55 mL). The precipitate was filtered off and dissolved in THF (100 mL), then stirred while adding a solution of dimethylamine (2M in THF, 2 mL, 4 mmol), titanium isopropoxide (3 mL, 10 mmol) and sodiu... Reactants: [Al+3], C1CCOC1, Cc1cccc(-c2[nH]c(Cc3ccc(F)c(C(=O)O)c3)nc2-c2ccc3ncccc3c2)n1, [H-], [H-], [H-], [H-], [Li+]. Yields the product Cc1cccc(-c2[nH]c(Cc3ccc(F)c(CO)c3)nc2-c2ccc3ncccc3c2)n1. RXN SMILES: [Al+3:35].[CH2:40]1[O:41][CH2:42][CH2:43][CH2:44]1.[F:1][c:2]1[c:3]([C:4](=[O:5])[OH:6])[cH:7][c:8]([CH2:11][c:12]2[nH:13][c:14](-[c:27]3[n:28][c:29]([CH3:33])[cH:30][cH:31][cH:32]3)[c:15](-[c:17]3[cH:18][c:19]4[cH:20][cH:21][cH:22][n:23][c:24]4[cH:25][cH:26]3)[n:16]2)[cH:9][cH:10]1.[H-:34].[H-:37].[H-:38].[H-:39].[Li+:36]>>[F:1][c:2]1[c:3]([CH2:4][OH:5])[cH:7][c:8]([CH2:11][c:12]2[nH:13][c:14](-[c:27]3[n:28][c:29]([CH3:33])[cH:30][cH:31][cH:32]3)[c:15](-[c:17]3[cH:18][c:19]4[cH:20][cH:21][cH:22][n:23][c:24]4[cH:25][cH:26]3)[n:16]2)[cH:9][cH:10]1.